Dataset: the Open Reaction Database (ORD), a public repository of structured organic reaction records. Task: describe an organic reaction: reactants, conditions, products, and yield Reactants: ClC=1N=CC2=C(N1)N(C(=C2)C#N)C2CCCC2 (2-chloro-7-cyclopentyl-7H-pyrrolo[2,3-d]pyrimidine-6-carbonitrile), C(C)(C)(C)OC(=O)N1C(CN(CC1)C=1C=NC(=CC1)N)C (4-(6-amino-pyridin-3-yl)-2-methyl-piperazine-1-carboxylic acid tert-butyl ester). Yields the product C(C)(C)(C)OC(=O)N1C(CN(CC1)C=1C=NC(=CC1)NC=1N=CC2=C(N1)N(C(=C2)C#N)C2CCCC2)C (4-[6-(6-cyano-7-cyclopentyl-7H-pyrrolo[2,3-d]pyrimidin-2-ylamino)-pyridin-3-yl]-2-methyl-piperazine-1-carboxylic acid tert-butyl ester). Isolated yield 66.1%. Reaction SMILES: Cl[C:2]1[N:3]=[CH:4][C:5]2[CH:10]=[C:9]([C:11]#[N:12])[N:8]([CH:13]3[CH2:17][CH2:16][CH2:15][CH2:14]3)[C:6]=2[N:7]=1.[C:18]([O:22][C:23]([N:25]1[CH2:30][CH2:29][N:28]([C:31]2[CH:32]=[N:33][C:34]([NH2:37])=[CH:35][CH:36]=2)[CH2:27][CH:26]1[CH3:38])=[O:24])([CH3:21])([CH3:20])[CH3:19]>>[C:18]([O:22][C:23]([N:25]1[CH2:30][CH2:29][N:28]([C:31]2[CH:32]=[N:33][C:34]([NH:37][C:2]3[N:3]=[CH:4][C:5]4[CH:10]=[C:9]([C:11]#[N:12])[N:8]([CH:13]5[CH2:17][CH2:16][CH2:15][CH2:14]5)[C:6]=4[N:7]=3)=[CH:35][CH:36]=2)[CH2:27][CH:26]1[CH3:38])=[O:24])([CH3:21])([CH3:19])[CH3:20]. Procedure: Using Buchwald Procedure A, 2-chloro-7-cyclopentyl-7H-pyrrolo[2,3-d]pyrimidine-6-carbonitrile (95 mg, 0.385 mmol) and 4-(6-amino-pyridin-3-yl)-2-methyl-piperazine-1-carboxylic acid tert-butyl ester (124 mg, 0.424 mmol) gave 4-[6-(6-cyano-7-cyclopentyl-7H-pyrrolo[2,3-d]pyrimidin-2-ylamino)-pyridin-3-yl]-2-methyl-piperazine-1-carboxylic acid tert-butyl ester (128 mg) [following SiO2 chromatography eluting with 1-2.5% MeOH/dichloromethane and subsequent trituration with diethyl ether]. The material... The reactants are O=C([O-])[O-], CI, CC(C)=O, CC1N=C(c2ccccc2F)c2cc([N+](=O)[O-])ccc2NC1=O, [K+], [K+]. Product: CC1N=C(c2ccccc2F)c2cc([N+](=O)[O-])ccc2N(C)C1=O. RXN SMILES: [C:24](=[O:25])([O-:26])[O-:27].[CH3:30][I:31].[CH3:32][C:33](=[O:34])[CH3:35].[F:1][c:2]1[c:3]([C:8]2=[N:9][CH:10]([CH3:23])[C:11](=[O:22])[NH:12][c:13]3[c:14]2[cH:15][c:16]([N+:19](=[O:20])[O-:21])[cH:17][cH:18]3)[cH:4][cH:5][cH:6][cH:7]1.[K+:28].[K+:29]>>[F:1][c:2]1[c:3]([C:8]2=[N:9][CH:10]([CH3:23])[C:11](=[O:22])[N:12]([CH3:24])[c:13]3[c:14]2[cH:15][c:16]([N+:19](=[O:20])[O-:21])[cH:17][cH:18]3)[cH:4][cH:5][cH:6][cH:7]1. Reactants: ClCCl, CSc1nc(-c2cc(C(=O)NCCc3ccccc3)ccc2C)c2ccc(=O)n(-c3c(F)cccc3F)c2n1, O=C(OO)c1cccc(Cl)c1. Product: Cc1ccc(C(=O)NCCc2ccccc2)cc1-c1nc(S(C)=O)nc2c1ccc(=O)n2-c1c(F)cccc1F. RXN SMILES: [Cl:51][CH2:52][Cl:53].[F:1][c:2]1[c:3](-[n:9]2[c:10](=[O:39])[cH:11][cH:12][c:13]3[c:14]2[n:15][c:16]([S:37][CH3:38])[n:17][c:18]3-[c:19]2[cH:20][c:21]([C:22](=[O:23])[NH:24][CH2:25][CH2:26][c:27]3[cH:28][cH:29][cH:30][cH:31][cH:32]3)[cH:33][cH:34][c:35]2[CH3:36])[c:4]([F:8])[cH:5][cH:6][cH:7]1.[OH:40][O:41][C:42]([c:43]1[cH:44][c:45]([Cl:46])[cH:47][cH:48][cH:49]1)=[O:50]>>[F:1][c:2]1[c:3](-[n:9]2[c:10](=[O:39])[cH:11][cH:12][c:13]3[c:14]2[n:15][c:16]([S:37]([CH3:38])=[O:40])[n:17][c:18]3-[c:19]2[cH:20][c:21]([C:22](=[O:23])[NH:24][CH2:25][CH2:26][c:27]3[cH:28][cH:29][cH:30][cH:31][cH:32]3)[cH:33][cH:34][c:35]2[CH3:36])[c:4]([F:8])[cH:5][cH:6][cH:7]1. Starting materials: C(C1=CC=CC=C1)(=O)C1C(CCCC1)=O (2-benzoylcyclohexanone), C(C=C)(=O)OCC1=CC=C(C=C1)OC (p-methoxybenzyl acrylate). Run in CCCCCC.C(C)(=O)OCC (hexane ethyl acetate), CCCCCC.C(C)(=O)OCC (hexane ethyl acetate). The product is C(C1=CC=CC=C1)(=O)C1(C(CCCC1)=O)CCC(=O)OCC1=CC=C(C=C1)OC (2-Benzoyl-2-[2-(4-methoxybenzyloxycarbonyl)ethyl]cyclohexanone). Yield: 65.5%. As a reaction SMILES: [C:1]([CH:9]1[CH2:14][CH2:13][CH2:12][CH2:11][C:10]1=[O:15])(=[O:8])[C:2]1[CH:7]=[CH:6][CH:5]=[CH:4][CH:3]=1.[C:16]([O:20][CH2:21][C:22]1[CH:27]=[CH:26][C:25]([O:28][CH3:29])=[CH:24][CH:23]=1)(=[O:19])[CH:17]=[CH2:18]>CCCCCC.C(OCC)(=O)C>[C:1]([C:9]1([CH2:18][CH2:17][C:16]([O:20][CH2:21][C:22]2[CH:23]=[CH:24][C:25]([O:28][CH3:29])=[CH:26][CH:27]=2)=[O:19])[CH2:14][CH2:13][CH2:12][CH2:11][C:10]1=[O:15])(=[O:8])[C:2]1[CH:7]=[CH:6][CH:5]=[CH:4][CH:3]=1 |f:2.3|. Procedure details: The title compound was prepared in 65.5% yield after chromatography (silica gel, hexane/ethyl acetate 4:1) from 2-benzoylcyclohexanone and p-methoxybenzyl acrylate using a similar method to that used in Preparation 2. (M+ 394.13, 53%). Rf. 0.39 (silica, hexane/ethyl acetate (2:1). 1H-NMR (300 MHz, CDCl3): =1.38-1.49 (m, 1 H) , 1.68-1.82 (m, 3H), 1.98-2.57 (m, 7H), 2.82-2.91 (m, 1H), 3.82 (s, 3H), 5.03 (s, 2H), 6.87 (d, 2H), 7.26 (d, 2H) , 7.42 (t, 2H), 7.56 (t, 1H), 7.88 (d, 2H) ppm. Analysis %:... Starting materials: B, CC(C)(C)OC(=O)N1CCN(C(=O)OCc2ccccc2)C(C(=O)O)C1, C1CCOC1, CO. The product is CC(C)(C)OC(=O)N1CCN(C(=O)OCc2ccccc2)C(CO)C1. RXN SMILES: [BH3:27].[CH2:1]([c:2]1[cH:3][cH:4][cH:5][cH:6][cH:7]1)[O:8][C:9](=[O:10])[N:11]1[CH:12]([C:24](=[O:25])[OH:26])[CH2:13][N:14]([C:17](=[O:18])[O:19][C:20]([CH3:21])([CH3:22])[CH3:23])[CH2:15][CH2:16]1.[CH2:30]1[O:31][CH2:32][CH2:33][CH2:34]1.[CH3:28][OH:29]>>[CH2:1]([c:2]1[cH:3][cH:4][cH:5][cH:6][cH:7]1)[O:8][C:9](=[O:10])[N:11]1[CH:12]([CH2:24][OH:25])[CH2:13][N:14]([C:17](=[O:18])[O:19][C:20]([CH3:21])([CH3:22])[CH3:23])[CH2:15][CH2:16]1. Starting materials: C([O-])([O-])=O.[K+].[K+] (potassium carbonate), ClC1=CC=C(C=C1)NC(C)C=1C=NC=CC1 (3-[1-(4-chlorophenylamino)ethyl]pyridine), CN(S(=O)(=O)Cl)C (dimethylsulfamoyl chloride). The solvent is ClCCl (dichloromethane). Reaction conditions: time 3 day. The product is ClC1=CC=C(C=C1)N(S(=O)(=O)N(C)C)C(C)C=1C=NC=CC1 (N-(4-chlorophenyl)-N',N'-dimethyl-N-[1-(pyridin-3-yl)ethyl]sulfamide). RXN SMILES: [Cl:1][C:2]1[CH:7]=[CH:6][C:5]([NH:8][CH:9]([C:11]2[CH:12]=[N:13][CH:14]=[CH:15][CH:16]=2)[CH3:10])=[CH:4][CH:3]=1.C(=O)([O-])[O-].[K+].[K+].[CH3:23][N:24]([CH3:29])[S:25](Cl)(=[O:27])=[O:26]>ClCCl>[Cl:1][C:2]1[CH:7]=[CH:6][C:5]([N:8]([CH:9]([C:11]2[CH:12]=[N:13][CH:14]=[CH:15][CH:16]=2)[CH3:10])[S:25]([N:24]([CH3:29])[CH3:23])(=[O:27])=[O:26])=[CH:4][CH:3]=1 |f:1.2.3|. Procedure: A 3.5 g. portion of 3-[1-(4-chlorophenylamino)ethyl]pyridine was dissolved in dichloromethane and 2.7 g. of potassium carbonate and 2.9 g. of dimethylsulfamoyl chloride were added. The mixture was stirred at ambient temperature for 3 days, and was then diluted with 25 ml. of additional dichloromethane and was extracted with water. The organic layer was dried over magnesium sulfate and evaporated to an oil, which was taken up in dichloromethane and chromatographed over silica gel, eluting with ch...